Dataset: the Open Reaction Database (ORD), a public repository of structured organic reaction records. Task: describe an organic reaction: reactants, conditions, products, and yield The reactants are C1CNCCN1, N#Cc1cc(F)ccc1F, CN(C)C=O. Yields the product N#Cc1cc(F)ccc1N1CCNCC1. As a reaction SMILES: [CH2:1]1[CH2:2][NH:3][CH2:4][CH2:5][NH:6]1.[F:7][c:8]1[c:9]([C:10]#[N:11])[cH:12][c:13]([F:16])[cH:14][cH:15]1.[O:17]=[CH:18][N:19]([CH3:20])[CH3:21]>>[CH2:1]1[CH2:2][N:3]([c:8]2[c:9]([C:10]#[N:11])[cH:12][c:13]([F:16])[cH:14][cH:15]2)[CH2:4][CH2:5][NH:6]1. Reactants: C1CCOC1, Cl, CCOC(=O)CCCNC(=O)c1c[nH]c(-c2cc(Oc3ccc(NC(=O)Nc4cc(C)ccc4F)c(F)c3)ccn2)c1, [Na+], [OH-], O. Yields the product Cc1ccc(F)c(NC(=O)Nc2ccc(Oc3ccnc(-c4cc(C(=O)NCCCC(=O)O)c[nH]4)c3)cc2F)c1. Reaction SMILES: [CH2:47]1[O:48][CH2:49][CH2:50][CH2:51]1.[ClH:46].[F:1][c:2]1[cH:3][c:4]([O:5][c:6]2[cH:7][c:8](-[c:12]3[cH:13][c:14]([C:17](=[O:18])[NH:19][CH2:20][CH2:21][CH2:22][C:23](=[O:24])[O:25][CH2:26][CH3:27])[cH:15][nH:16]3)[n:9][cH:10][cH:11]2)[cH:28][cH:29][c:30]1[NH:31][C:32](=[O:33])[NH:34][c:35]1[c:36]([F:42])[cH:37][cH:38][c:39]([CH3:41])[cH:40]1.[Na+:44].[OH-:43].[OH2:45]>>[F:1][c:2]1[cH:3][c:4]([O:5][c:6]2[cH:7][c:8](-[c:12]3[cH:13][c:14]([C:17](=[O:18])[NH:19][CH2:20][CH2:21][CH2:22][C:23](=[O:24])[OH:25])[cH:15][nH:16]3)[n:9][cH:10][cH:11]2)[cH:28][cH:29][c:30]1[NH:31][C:32](=[O:33])[NH:34][c:35]1[c:36]([F:42])[cH:37][cH:38][c:39]([CH3:41])[cH:40]1. Reactants: CC1N(C(CC1)=O)CC(=O)OCC (ethyl 2-methyl-5-oxo-1-pyrrolidineacetate), N1(CCCCC1)C(CN)C (2-(1-piperidinyl)propylamine). Product: CC1N(C(CC1)=O)CC(=O)NCC(C)N1CCCCC1 ((±)-2-methyl-5-oxo-N-[2-(1-piperidinyl)propyl]-1-pyrrolidineacetamide). RXN SMILES: [CH3:1][CH:2]1[CH2:6][CH2:5][C:4](=[O:7])[N:3]1[CH2:8][C:9]([O:11]CC)=O.[N:14]1([CH:20]([CH3:23])[CH2:21][NH2:22])[CH2:19][CH2:18][CH2:17][CH2:16][CH2:15]1>>[CH3:1][CH:2]1[CH2:6][CH2:5][C:4](=[O:7])[N:3]1[CH2:8][C:9]([NH:22][CH2:21][CH:20]([N:14]1[CH2:19][CH2:18][CH2:17][CH2:16][CH2:15]1)[CH3:23])=[O:11]. Procedure details: From 9.3 g. of ethyl 2-methyl-5-oxo-1-pyrrolidineacetate and 10.7 g. of 2-(1-piperidinyl)propylamine (J. Chem. Soc. 1947, 1511), following the procedure of Example 9, there is obtained (±)-2-methyl-5-oxo-N-[2-(1-piperidinyl)propyl]-1-pyrrolidineacetamide; m.p. 111°-112° C. after recrystallization from heptane. Reactants: CN1C(N=C(NS1(=O)=O)OC)=O (6-methyl-3-methoxy-6H-1,2,4,6-thiatriazin-5-one-1,1-dioxide), 275, P(Cl)(Cl)(Cl)(Cl)Cl (phosphorous pentachloride), P(=O)(Cl)(Cl)Cl (phosphorus oxychloride). Reaction conditions: temperature 110 celsius, time 4 hour. Yields the product 235, ClC1=NC(=NS(N1C)(=O)=O)OC (5-chloro-6-methyl-3-methoxy-6H-1,2,4,6-thiatriazine-1,1-dioxide). Isolated yield 99.6%. RXN SMILES: [CH3:1][N:2]1[S:7](=[O:9])(=[O:8])[NH:6][C:5]([O:10][CH3:11])=[N:4][C:3]1=O.P(Cl)(Cl)(Cl)(Cl)[Cl:14].P(Cl)(Cl)(Cl)=O>>[Cl:14][C:3]1[N:2]([CH3:1])[S:7](=[O:9])(=[O:8])[N:6]=[C:5]([O:10][CH3:11])[N:4]=1. Reported procedure: 215 parts of 6-methyl-3-methoxy-6H-1,2,4,6-thiatriazin-5-one-1,1-dioxide were introduced into a stirred mixture of 275 parts of phosphorous pentachloride in 1,480 parts of phosphorus oxychloride at room temperature, and the batch was heated to 110° C. in the course of 30 minutes. After 4 hours' stirring under reflux, the reaction mixture was concentrated under reduced pressure, giving 235 parts (99.6% of theory) of 5-chloro-6-methyl-3-methoxy-6H-1,2,4,6-thiatriazine-1,1-dioxide, of melting point... The reactants are [Li]CCCC, CN(C)CCN(C)C, COCOc1cc(OC)c(OCOC)cc1OC, Cc1ccccc1, CN(C)P(=O)(N(C)C)N(C)C, CCCCI. Product: CCCCc1c(OC)c(OCOC)cc(OC)c1OCOC. Reaction SMILES: [CH2:27]([CH2:28][CH2:29][CH3:30])[Li:31].[CH3:19][N:20]([CH2:21][CH2:22][N:23]([CH3:24])[CH3:25])[CH3:26].[CH3:1][O:2][c:3]1[c:4]([O:15][CH2:16][O:17][CH3:18])[cH:5][c:6]([O:13][CH3:14])[c:7]([O:9][CH2:10][O:11][CH3:12])[cH:8]1.[CH3:37][c:38]1[cH:39][cH:40][cH:41][cH:42][cH:43]1.[CH3:44][N:45]([CH3:46])[P:47](=[O:48])([N:49]([CH3:50])[CH3:51])[N:52]([CH3:53])[CH3:54].[I:32][CH2:33][CH2:34][CH2:35][CH3:36]>>[CH3:1][O:2][c:3]1[c:4]([O:15][CH2:16][O:17][CH3:18])[cH:5][c:6]([O:13][CH3:14])[c:7]([O:9][CH2:10][O:11][CH3:12])[c:8]1[CH2:27][CH2:28][CH2:29][CH3:30].